From a dataset of the Open Reaction Database (ORD), a public repository of structured organic reaction records. describe an organic reaction: reactants, conditions, products, and yield Reactants: C(C)(C)(C)OC([C@H](CC1=CC=C(C=C1)OCCCC(NC=1NCCCN1)=O)NS(=O)(=O)C1=CC=CC2=CC=CC=C12)=O ((2S)-2-(naphthalene-1-sulfonylamino)-3-{4-[3-(1,4,5,6-tetrahydropyrimidin-2-ylcarbamoyl)-propoxy]-phenyl}-propionic acid tert-butyl ester). The solvent is FC(C(=O)O)(F)F.O (trifluoroacetic acid water). Reaction conditions: time 2 hour. Product: C1(=CC=CC2=CC=CC=C12)S(=O)(=O)N[C@H](C(=O)O)CC1=CC=C(C=C1)OCCCC(NC=1NCCCN1)=O ((2S)-2-(Naphthalene-1-sulfonylamino)-3-{4-[3-(1,4,5,6-tetrahydropyrimidin-2-ylcarbamoyl)-propoxy]-phenyl}-propionic acid). As a reaction SMILES: C([O:5][C:6](=[O:42])[C@@H:7]([NH:28][S:29]([C:32]1[C:41]2[C:36](=[CH:37][CH:38]=[CH:39][CH:40]=2)[CH:35]=[CH:34][CH:33]=1)(=[O:31])=[O:30])[CH2:8][C:9]1[CH:14]=[CH:13][C:12]([O:15][CH2:16][CH2:17][CH2:18][C:19](=[O:27])[NH:20][C:21]2[NH:22][CH2:23][CH2:24][CH2:25][N:26]=2)=[CH:11][CH:10]=1)(C)(C)C>FC(F)(F)C(O)=O.O>[C:32]1([S:29]([NH:28][C@@H:7]([CH2:8][C:9]2[CH:14]=[CH:13][C:12]([O:15][CH2:16][CH2:17][CH2:18][C:19](=[O:27])[NH:20][C:21]3[NH:26][CH2:25][CH2:24][CH2:23][N:22]=3)=[CH:11][CH:10]=2)[C:6]([OH:42])=[O:5])(=[O:31])=[O:30])[C:41]2[C:36](=[CH:37][CH:38]=[CH:39][CH:40]=2)[CH:35]=[CH:34][CH:33]=1 |f:1.2|. Reported procedure: 31 mg of (2S)-2-(naphthalene-1-sulfonylamino)-3-{4-[3-(1,4,5,6-tetrahydropyrimidin-2-ylcarbamoyl)-propoxy]-phenyl}-propionic acid tert-butyl ester were dissolved in trifluoroacetic acid/water (95/5) and stirred for 2 hours. The solvent was removed in vacuo, and the residue was dissolved in acetic acid/water and lyophilized. Yield 19.7 mg. MS (ES+): m/e=539.3 (M+H)+.